Dataset: the Open Reaction Database (ORD), a public repository of structured organic reaction records. Task: describe an organic reaction: reactants, conditions, products, and yield Reactants: N1(C=NC=C1)CC1CCNCC1 (4-[(1H-imidazol-1-yl)methyl]-piperidine), COC(N(C)C)OC (dimethylformamide dimethylacetal). Run at temperature 100 celsius. Product: COC(N1CCC(CC1)CN1C=NC=C1)OC (4-[(imidazol-1-yl)methyl]-1-piperidine carboxaldehyde dimethylacetal). As a reaction SMILES: [N:1]1([CH2:6][CH:7]2[CH2:12][CH2:11][NH:10][CH2:9][CH2:8]2)[CH:5]=[CH:4][N:3]=[CH:2]1.[CH3:13][O:14][CH:15]([O:19][CH3:20])N(C)C>>[CH3:13][O:14][CH:15]([O:19][CH3:20])[N:10]1[CH2:11][CH2:12][CH:7]([CH2:6][N:1]2[CH:5]=[CH:4][N:3]=[CH:2]2)[CH2:8][CH2:9]1. Reported procedure: A mixture of 4-[(1H-imidazol-1-yl)methyl]-piperidine (5 g, 0.03M) and dimethylformamide dimethylacetal (40 ml) was heated at 100° C. for 8 hrs. Removal of the excess of dimethylformamide dimethylacetal gave 4-[(imidazol-1-yl)methyl]-1-piperidine carboxaldehyde dimethylacetal (6.33 g) which was dissolved in methylene chloride (25 ml) and added to the mixture of 6-aminopenicillanic acid (5.15 g, 0.024M) and diisopropylethylamine (3.14 ml) in methylene chloride (90 ml) at 0° C. The reaction was sti...